From a dataset of the Open Reaction Database (ORD), a public repository of structured organic reaction records. describe an organic reaction: reactants, conditions, products, and yield Reactants: [H-].[Na+] (sodium hydride), CN1C(CCC1)=O (N-methyl-2-pyrrolidinone), C(C)(C)(C)OC(=O)N1[C@H]([C@@H](OC[C@@H]1[C@H]([C@H](CC1=CC(=CC(=C1)F)F)N(CC1=CC=CC=C1)CC1=CC=CC=C1)OCC1=CC=CC=C1)OCC(CF)(C)C)C ((2R,3S,5R)-5-[(1S,2S)-1-benzyloxy-2-dibenzylamino-3-(3,5-difluorophenyl)-propyl]-2-(3-fluoro-2,2-dimethylpropoxy)-3-methylmorpholine-4-carboxylic acid tert-butyl ester), CN1C(CCC1)=O (N-methyl-2-pyrrolidinone), O (water). The solvent is C(CC)O (1-propanol). Yields the product C(C)(C)(C)OC(=O)N1[C@H]([C@@H](OC[C@@H]1[C@H]([C@H](CC1=CC(=CC(=C1)F)OCCC)N(CC1=CC=CC=C1)CC1=CC=CC=C1)OCC1=CC=CC=C1)OCC(CF)(C)C)C ((2R,3S,5R)-5-[(1S,2S)-1-benzyloxy-2-dibenzylamino-3-(3-propoxy-5-fluorophenyl)-propyl]-2-(3-fluoro-2,2-dimethylpropoxy)-3-methylmorpholine-4-carboxylic acid tert-butyl ester). As a reaction SMILES: [H-].[Na+].[C:3]([O:7][C:8]([N:10]1[C@@H:15]([C@@H:16]([O:42][CH2:43][C:44]2[CH:49]=[CH:48][CH:47]=[CH:46][CH:45]=2)[C@@H:17]([N:27]([CH2:35][C:36]2[CH:41]=[CH:40][CH:39]=[CH:38][CH:37]=2)[CH2:28][C:29]2[CH:34]=[CH:33][CH:32]=[CH:31][CH:30]=2)[CH2:18][C:19]2[CH:24]=[C:23]([F:25])[CH:22]=[C:21](F)[CH:20]=2)[CH2:14][O:13][C@@H:12]([O:50][CH2:51][C:52]([CH3:56])([CH3:55])[CH2:53][F:54])[C@@H:11]1[CH3:57])=[O:9])([CH3:6])([CH3:5])[CH3:4].O.CN1C[CH2:63][CH2:62][C:61]1=[O:65]>C(O)CC>[C:3]([O:7][C:8]([N:10]1[C@@H:15]([C@@H:16]([O:42][CH2:43][C:44]2[CH:49]=[CH:48][CH:47]=[CH:46][CH:45]=2)[C@@H:17]([N:27]([CH2:35][C:36]2[CH:37]=[CH:38][CH:39]=[CH:40][CH:41]=2)[CH2:28][C:29]2[CH:34]=[CH:33][CH:32]=[CH:31][CH:30]=2)[CH2:18][C:19]2[CH:24]=[C:23]([F:25])[CH:22]=[C:21]([O:65][CH2:61][CH2:62][CH3:63])[CH:20]=2)[CH2:14][O:13][C@@H:12]([O:50][CH2:51][C:52]([CH3:56])([CH3:55])[CH2:53][F:54])[C@@H:11]1[CH3:57])=[O:9])([CH3:4])([CH3:6])[CH3:5] |f:0.1|. Procedure details: Stir a mixture of sodium hydride (115 mg, 2.89 mmol, 60% in mineral oil) in N-methyl-2-pyrrolidinone (960 μL) and 1-propanol (234 μL) for 10 minutes and then add a solution of (2R,3S,5R)-5-[(1S,2S)-1-benzyloxy-2-dibenzylamino-3-(3,5-difluorophenyl)-propyl]-2-(3-fluoro-2,2-dimethylpropoxy)-3-methylmorpholine-4-carboxylic acid tert-butyl ester (440 mg, 0.57 mmol) in N-methyl-2-pyrrolidinone (1 mL) and stir in a sealed vial at 90° C. for 4 hours. Cool to room temperature and pour reaction mixture i... The reactants are Cl.[N+](=O)([O-])C=1C=C(C(=O)C2CCNCC2)C=CC1 (4-(3-nitrobenzoyl)piperidine HCl). Reagents/catalysts: [Pd] (Pd/C). Yield: 100.2%. Run in CO (methanol). Procedure details: A Parr bottle of 220 mL thermostated at 28-29° C. was charged with a suspension of Pd/C 10% (18.2 mg) in methanol (20 mL) followed by 4-(3-nitrobenzoyl)piperidine HCl (1 g 3.69 mmol). The reactor was placed under hydrogen atmosphere(40 PSI). The hydrogenation was complete within 1 hour. The catalyst was removed by filtration and rinsed with methanol (2×5 mL). The filtrate was rota-evaporated and the solid dried under vacuum at 50° C. for 8 hours to give 890 mg (100%) of crude 4-(3-aminobenzoyl)p... Conditions: time 1 hour. Reaction SMILES: [ClH:1].[N+:2]([C:5]1[CH:6]=[C:7]([CH:16]=[CH:17][CH:18]=1)[C:8]([CH:10]1[CH2:15][CH2:14][NH:13][CH2:12][CH2:11]1)=[O:9])([O-])=O>CO.[Pd]>[ClH:1].[NH2:2][C:5]1[CH:6]=[C:7]([CH:16]=[CH:17][CH:18]=1)[C:8]([CH:10]1[CH2:11][CH2:12][NH:13][CH2:14][CH2:15]1)=[O:9] |f:0.1,4.5|. Product: Cl.NC=1C=C(C(=O)C2CCNCC2)C=CC1 (4-(3-aminobenzoyl)piperidine HCl). The reactants are ClN1C(CCC1=O)=O (N-chlorosuccinimide), ClC=1C=CC2=C(NC(C3=C(N2C)CSC3)=O)C1 (7-chloro-4-methyl-1,3,4,9-tetrahydro-10H-thieno[3,4-b][1,5]benzodiazepin-10-one), ClC1=CC2=C(N(C(C3=C(N2)CSC3)=O)C)C=C1 (6-chloro-9-methyl-1,3,4,9-tetrahydro-10H-thieno[3,4-b][1,5]benzodiazepin-10-one), N1=CC=CC=C1 (pyridine). Run in O (water). The product is ClC=1C=CC2=C(NC(C=3C(N2C)=CSC3)=O)C1 (7-Chloro-4-methyl-4,9-dihydro-10H-thieno[3,4-b][1,5]benzodiazepin-10-one). As a reaction SMILES: [Cl:1][C:2]1[CH:3]=[CH:4][C:5]2[N:11]([CH3:12])[C:10]3[CH2:13][S:14][CH2:15][C:9]=3[C:8](=[O:16])[NH:7][C:6]=2[CH:17]=1.ClC1C=CC2N(C)C(=O)C3CSCC=3NC=2C=1.N1C=CC=CC=1.ClN1C(=O)CCC1=O>O>[Cl:1][C:2]1[CH:3]=[CH:4][C:5]2[N:11]([CH3:12])[C:10]3=[CH:13][S:14][CH:15]=[C:9]3[C:8](=[O:16])[NH:7][C:6]=2[CH:17]=1. Reported procedure: To a suspension of 0.53 g. of the mixture of 7-chloro-4-methyl-1,3,4,9-tetrahydro-10H-thieno[3,4-b][1,5]benzodiazepin-10-one and 6-chloro-9-methyl-1,3,4,9-tetrahydro-10H-thieno[3,4-b][1,5]benzodiazepin-10-one (prepared as described in Example 17) in 5 ml. of dry pyridine is added, in portions, 0.27 g. of N-chlorosuccinimide. The resulting solution is heated on a steam bath for 15-20 minutes, cooled, diluted with water and filtered. The solid is recrystallized from methanol to give a yellow solid... Starting materials: ClC=1C=CC2=C(C(=NCC(=N2)NN=C(CCCN(CC)CC)C(=O)O)C2=C(C=CC=C2)Cl)C1 (7-chloro-2-[[1-carboxy-4-(diethylamino)butylidene]hydrazino]-5-(o-chlorophenyl)-3H-1,4-benzodiazepine), [N+](=[N-])=C (diazomethane). Product: ClC=1C=CC2=C(C(=NCC(=N2)NN=C(CCCN(CC)CC)C(=O)OC)C2=C(C=CC=C2)Cl)C1 (7-chloro-2-[[1-(methoxycarbonyl)-4-(diethylamino)butylidene]hydrazino]-5-(o-chlorophenyl)-3H-1,4-benzodiazepine). RXN SMILES: [Cl:1][C:2]1[CH:3]=[CH:4][C:5]2[N:11]=[C:10]([NH:12][N:13]=[C:14]([C:23]([OH:25])=[O:24])[CH2:15][CH2:16][CH2:17][N:18]([CH2:21][CH3:22])[CH2:19][CH3:20])[CH2:9][N:8]=[C:7]([C:26]3[CH:31]=[CH:30][CH:29]=[CH:28][C:27]=3[Cl:32])[C:6]=2[CH:33]=1.[N+](=[CH2:36])=[N-]>>[Cl:1][C:2]1[CH:3]=[CH:4][C:5]2[N:11]=[C:10]([NH:12][N:13]=[C:14]([C:23]([O:25][CH3:36])=[O:24])[CH2:15][CH2:16][CH2:17][N:18]([CH2:21][CH3:22])[CH2:19][CH3:20])[CH2:9][N:8]=[C:7]([C:26]3[CH:31]=[CH:30][CH:29]=[CH:28][C:27]=3[Cl:32])[C:6]=2[CH:33]=1. Reported procedure: In the manner given in Example 14, 7-chloro-2-[[1-carboxy-4-(diethylamino)butylidene]hydrazino]-5-(o-chlorophenyl)-3H-1,4-benzodiazepine can be treated with ethereal diazomethane to give 7-chloro-2-[[1-(methoxycarbonyl)-4-(diethylamino)butylidene]hydrazino]-5-(o-chlorophenyl)-3H-1,4-benzodiazepine. The reactants are C, CO, COC(=O)c1cc(OC)c(OCCCCl)cc1[N+](=O)[O-], [H][H], S=[Pt]. Yields the product COC(=O)c1cc(OC)c(OCCCCl)cc1N. Reaction SMILES: [C:23].[CH3:26][OH:27].[CH3:3][O:4][c:5]1[c:6]([O:18][CH2:19][CH2:20][CH2:21][Cl:22])[cH:7][c:8]([N+:15]([O-:16])=[O:17])[c:9]([C:10](=[O:11])[O:12][CH3:13])[cH:14]1.[H:1][H:2].[Pt:24]=[S:25]>>[CH3:3][O:4][c:5]1[c:6]([O:18][CH2:19][CH2:20][CH2:21][Cl:22])[cH:7][c:8]([NH2:15])[c:9]([C:10](=[O:11])[O:12][CH3:13])[cH:14]1. The reactants are CN1C[C@@H](CC1)OC1=C(C=CC(=C1)[N+](=O)[O-])C(F)(F)F (2-((R)-1-Methyl-pyrrolidin-3-yloxy)-4-nitrobenzotrifluoride), S(=O)(=O)([O-])[O-].[Mg+2] (magnesium sulfate), [H][H] (hydrogen). The reagents and catalysts are [Pt] (platinum on carbon). The solvent is C(C)(=O)OCC (ethyl acetate). The product is CN1C[C@@H](CC1)OC=1C=C(C=CC1C(F)(F)F)N (3-((R)-1-Methyl-pyrrolidin-3-yloxy)-4-trifluoromethyl-phenylamine). Reaction SMILES: [CH3:1][N:2]1[CH2:6][CH2:5][C@@H:4]([O:7][C:8]2[CH:13]=[C:12]([N+:14]([O-])=O)[CH:11]=[CH:10][C:9]=2[C:17]([F:20])([F:19])[F:18])[CH2:3]1.[H][H].S([O-])([O-])(=O)=O.[Mg+2]>C(OCC)(=O)C.[Pt]>[CH3:1][N:2]1[CH2:6][CH2:5][C@@H:4]([O:7][C:8]2[CH:13]=[C:12]([NH2:14])[CH:11]=[CH:10][C:9]=2[C:17]([F:18])([F:19])[F:20])[CH2:3]1 |f:2.3|. Procedure details: A solution of 2-((R)-1-Methyl-pyrrolidin-3-yloxy)-4-nitrobenzotrifluoride (7.8 g, 26.9 mmol) in ethyl acetate (50 ml) was treated with 10% platinum on carbon (200 mg) then subjected to 40 psi hydrogen pressure for 3 hrs. The slurry was treated with anhydrous magnesium sulfate (5 g) then filtered through a pad of Celite. The filter cake was rinsed with ethyl acetate (2×25 ml) then the filtrate was evaporated under reduced pressure to an oil. This oil was evaporated twice for dichloromethane (50 m...